Dataset: the Open Reaction Database (ORD), a public repository of structured organic reaction records. Task: describe an organic reaction: reactants, conditions, products, and yield Starting materials: COC1=NC=C(C(=N1)OC)B(O)O (2,4-Dimethoxy-pyrimidine-5-boronic acid), FC1=NC=C(C=C1Br)C (2-fluoro-3-bromo-5-methylpyridine), C(=O)([O-])[O-].[Na+].[Na+] (Na2CO3), C1=CC=C(C=C1)P(C2=CC=CC=C2)C3=CC=CC=C3 (PPh3). Reagents/catalysts: CC(=O)[O-].CC(=O)[O-].[Pd+2] (Pd(OAc)2). Run in C(CC)O (n-PrOH). The product is FC1=NC=C(C=C1C=1C(=NC(=NC1)OC)OC)C (5-(2-Fluoro-5-methylpyridin-3-yl)-2,4-dimethoxy-pyrimidine). Yield: 33.4%. RXN SMILES: [CH3:1][O:2][C:3]1[N:8]=[C:7]([O:9][CH3:10])[C:6](B(O)O)=[CH:5][N:4]=1.[F:14][C:15]1[C:20](Br)=[CH:19][C:18]([CH3:22])=[CH:17][N:16]=1.C([O-])([O-])=O.[Na+].[Na+].C1C=CC(P(C2C=CC=CC=2)C2C=CC=CC=2)=CC=1>C(O)CC.CC([O-])=O.CC([O-])=O.[Pd+2]>[F:14][C:15]1[C:20]([C:6]2[C:7]([O:9][CH3:10])=[N:8][C:3]([O:2][CH3:1])=[N:4][CH:5]=2)=[CH:19][C:18]([CH3:22])=[CH:17][N:16]=1 |f:2.3.4,7.8.9|. Procedure details: 2,4-Dimethoxy-pyrimidine-5-boronic acid (842 mg, 4.60 mmol) was dissolved in degassed n-PrOH (55 ml) and then 2-fluoro-3-bromo-5-methylpyridine (800 mg, 4.21 mmol), Na2CO3 (1.46 g, 13.77 mmol), PPh3 (348 mg, 1.33 mmol) and Pd(OAc)2 (101 mg, 0.45 mmol) were added. The suspension was stirred at reflux for 2 hours. After cooling, the solvent was evaporated under vacuum and the crude was partitioned between water and ethyl acetate. The organic phase was dried (Na2SO4) and evaporated. The residue was... Starting materials: O=C([O-])O, CC(=O)O, CCCc1c(OCOC)ccc(C(O)(C(F)(F)F)C(F)(F)F)c1COC1CCCCO1, [Na+], C1CCOC1, O. Yields the product CCCc1c(OCOC)ccc(C(O)(C(F)(F)F)C(F)(F)F)c1CO. RXN SMILES: [C:36](=[O:37])([O-:38])[OH:39].[CH3:32][C:33](=[O:34])[OH:35].[F:1][C:2]([C:3]([C:4]([F:5])([F:6])[F:7])([OH:8])[c:9]1[c:10]([CH2:22][O:23][CH:24]2[CH2:25][CH2:26][CH2:27][CH2:28][O:29]2)[c:11]([CH2:19][CH2:20][CH3:21])[c:12]([O:15][CH2:16][O:17][CH3:18])[cH:13][cH:14]1)([F:30])[F:31].[Na+:40].[O:41]1[CH2:42][CH2:43][CH2:44][CH2:45]1.[OH2:46]>>[F:1][C:2]([C:3]([C:4]([F:5])([F:6])[F:7])([OH:8])[c:9]1[c:10]([CH2:22][OH:23])[c:11]([CH2:19][CH2:20][CH3:21])[c:12]([O:15][CH2:16][O:17][CH3:18])[cH:13][cH:14]1)([F:30])[F:31]. RXN SMILES: [OH-].[Na+].Cl.[CH:4]1([N:10]2[CH2:14][CH2:13][NH:12][C:11]2=[NH:15])[CH2:9][CH2:8][CH2:7][CH2:6][CH2:5]1.[C:16]([NH:21][CH2:22][CH2:23][C:24]1[S:28][C:27]([S:29](Cl)(=[O:31])=[O:30])=[CH:26][CH:25]=1)(=[O:20])[CH2:17][CH2:18][CH3:19]>O.CC(C)=O>[C:16]([NH:21][CH2:22][CH2:23][C:24]1[S:28][C:27]([S:29]([N:12]2[CH2:13][CH2:14][N:10]([CH:4]3[CH2:5][CH2:6][CH2:7][CH2:8][CH2:9]3)[C:11]2=[NH:15])(=[O:31])=[O:30])=[CH:26][CH:25]=1)(=[O:20])[CH2:17][CH2:18][CH3:19] |f:0.1,2.3,5.6|. The solvent is O.CC(=O)C (water acetone). Reported procedure: 20 ml (0.02 mol) of 1 N sodium hydroxide solution are added dropwise over the course of 10 minutes, whilst stirring, to a mixture of 2.04 g (0.01 mol) of 1-cyclohexyl-2-imino-imidazolidine hydrochloride and 2.96 g (0.01 mol) of 5-(2-butyramido-ethyl)-2-thiophenesulphonyl chloride in 45 ml of water-acetone (1:2), at 25°C. In the course thereof, the reaction temperature rises to 33°C. The reaction mixture is stirred for a further 18 hours at 24°-25°C and the acetone is then evaporated off with the... Yields the product C(CCC)(=O)NCCC1=CC=C(S1)S(=O)(=O)N1C(N(CC1)C1CCCCC1)=N (1-[5-(2-butyramido-ethyl)-2-thienylsulphonyl]-2-imino-3-cyclohexyl-imidazolidine). Run at time 18 hour. Reactants: Cl.C1(CCCCC1)N1C(NCC1)=N (1-cyclohexyl-2-imino-imidazolidine hydrochloride), C(CCC)(=O)NCCC1=CC=C(S1)S(=O)(=O)Cl (5-(2-butyramido-ethyl)-2-thiophenesulphonyl chloride), [OH-].[Na+] (sodium hydroxide). The reactants are C1(CCCCC1)NC1=NC=C(C(=O)O)C=C1[N+](=O)[O-] (6-(Cyclohexylamino)-5-nitronicotinic acid), Cl[Si](C)(C)C (chlorotrimethylsilane), Cl[Si](C)(C)C (chlorotrimethylsilane). Run in CO (methanol). Yields the product C1(CCCCC1)NC1=NC=C(C(=O)OC)C=C1[N+](=O)[O-] (Methyl 6-(cyclohexylamino)-5-nitronicotinate). The yield is 89.0%. RXN SMILES: [CH:1]1([NH:7][C:8]2[C:16]([N+:17]([O-:19])=[O:18])=[CH:15][C:11]([C:12]([OH:14])=[O:13])=[CH:10][N:9]=2)[CH2:6][CH2:5][CH2:4][CH2:3][CH2:2]1.Cl[Si](C)(C)[CH3:22]>CO>[CH:1]1([NH:7][C:8]2[C:16]([N+:17]([O-:19])=[O:18])=[CH:15][C:11]([C:12]([O:14][CH3:22])=[O:13])=[CH:10][N:9]=2)[CH2:6][CH2:5][CH2:4][CH2:3][CH2:2]1. Procedure: To a solution of intermediate 57 (9.7 g, 32.2 mmol) in methanol (400 mL) was added chlorotrimethylsilane (3 mL) to achieve pH=2. The reaction mixture was heated at strong reflux for 72 h, during which time the pH was monitored and more chlorotrimethylsilane added as necessary to maintain an acidic solution. The reaction mixture was allowed to cool and was then concentrated on a rotary evaporator. The residue was purified by column chromatography (silica gel, 7:2:1 hexanes/dichloromethane/methano... The reactants are ClC=1SC(=C(N1)C(F)(F)F)C(=O)OCC (ethyl 2-chloro-4-trifluoromethyl-5-thiazolecarboxylate), NC(C1=CC=CC=C1)C1=CC=CC=C1 (aminodiphenylmethane). Solvent: C1(=CC=CC=C1)C (toluene). Product: C1(=CC=CC=C1)C(C1=CC=CC=C1)NC=1SC(=C(N1)C(F)(F)F)C(=O)OCC (Ethyl 2[(diphenylmethyl)amino]-4-(trifluoromethyl)-5thiazolecarboxylate). Yield: 76.6%. RXN SMILES: Cl[C:2]1[S:3][C:4]([C:11]([O:13][CH2:14][CH3:15])=[O:12])=[C:5]([C:7]([F:10])([F:9])[F:8])[N:6]=1.[NH2:16][CH:17]([C:24]1[CH:29]=[CH:28][CH:27]=[CH:26][CH:25]=1)[C:18]1[CH:23]=[CH:22][CH:21]=[CH:20][CH:19]=1>C1(C)C=CC=CC=1>[C:18]1([CH:17]([NH:16][C:2]2[S:3][C:4]([C:11]([O:13][CH2:14][CH3:15])=[O:12])=[C:5]([C:7]([F:10])([F:9])[F:8])[N:6]=2)[C:24]2[CH:25]=[CH:26][CH:27]=[CH:28][CH:29]=2)[CH:23]=[CH:22][CH:21]=[CH:20][CH:19]=1. Procedure details: A reaction vessel was charged with 120 ml of toluene and 11.0 g (42.4 mmol) of ethyl 2-chloro-4-trifluoromethyl-5-thiazolecarboxylate (prepared as described in U.S. Pat. No. 4,199,506). Then, 15.5 g (86 mmol) of aminodiphenylmethane was added in one portion. The resulting yellowish-orange solution was refluxed under nitrogen for 9 days. Then, solvent was removed from the mixture under reduced pressure to yield a yellowish-orange solid material, which was flash chromatographed (~38 ml/min) on sil...